Dataset: the Open Reaction Database (ORD), a public repository of structured organic reaction records. Task: describe an organic reaction: reactants, conditions, products, and yield The reactants are COC(=O)C1CCC(c2ncc(-c3cc(C)cc(Nc4nccc(C(F)(F)F)n4)c3)s2)CC1(C)C, CO, Cl, [Na+], [OH-]. The product is Cc1cc(Nc2nccc(C(F)(F)F)n2)cc(-c2cnc(C3CCC(C(=O)O)C(C)(C)C3)s2)c1. Reaction SMILES: [CH3:1][C:2]1([CH3:35])[CH:3]([C:31](=[O:32])[O:33][CH3:34])[CH2:4][CH2:5][CH:6]([c:8]2[s:9][c:10](-[c:13]3[cH:14][c:15]([CH3:30])[cH:16][c:17]([NH:19][c:20]4[n:21][cH:22][cH:23][c:24]([C:26]([F:27])([F:28])[F:29])[n:25]4)[cH:18]3)[cH:11][n:12]2)[CH2:7]1.[CH3:39][OH:40].[ClH:38].[Na+:37].[OH-:36]>>[CH3:1][C:2]1([CH3:35])[CH:3]([C:31](=[O:32])[OH:33])[CH2:4][CH2:5][CH:6]([c:8]2[s:9][c:10](-[c:13]3[cH:14][c:15]([CH3:30])[cH:16][c:17]([NH:19][c:20]4[n:21][cH:22][cH:23][c:24]([C:26]([F:27])([F:28])[F:29])[n:25]4)[cH:18]3)[cH:11][n:12]2)[CH2:7]1. Starting materials: C=CC(=O)OCCC[Si](OCC)(OCC)OCC, Cc1ccc(S(=O)(=O)O)cc1. Product: CCO[Si](CCCOC(C)=O)(OCC)OCC. Reaction SMILES: [C:12]([CH:13]=[CH2:14])(=[O:15])[O:16][CH2:17][CH2:18][CH2:19][Si:20]([O:21][CH2:22][CH3:23])([O:24][CH2:25][CH3:26])[O:27][CH2:28][CH3:29].[c:1]1([CH3:2])[cH:3][cH:4][c:5]([S:6]([OH:7])(=[O:8])=[O:9])[cH:10][cH:11]1>>[C:12]([CH3:13])(=[O:15])[O:16][CH2:17][CH2:18][CH2:19][Si:20]([O:21][CH2:22][CH3:23])([O:24][CH2:25][CH3:26])[O:27][CH2:28][CH3:29]. RXN SMILES: [Al+3:2].[C:5]([CH3:6])([CH3:7])([CH3:8])[c:9]1[c:10]([OH:19])[c:11]([C:15]([CH3:16])([CH3:17])[CH3:18])[cH:12][cH:13][cH:14]1.[CH2:20]1[CH:21]([CH3:22])[O:23]1.[CH3:24][c:25]1[cH:26][cH:27][cH:28][cH:29][cH:30]1.[Cl-:1].[Cl-:3].[Cl-:4]>>[C:5]([CH3:6])([CH3:7])([CH3:8])[c:9]1[c:10]([OH:19])[c:11]([C:15]([CH3:16])([CH3:17])[CH3:18])[cH:12][c:13]([CH:21]([CH2:20][OH:23])[CH3:22])[cH:14]1. Starting materials: [Al+3], CC(C)(C)c1cccc(C(C)(C)C)c1O, CC1CO1, Cc1ccccc1, [Cl-], [Cl-], [Cl-]. Yields the product CC(CO)c1cc(C(C)(C)C)c(O)c(C(C)(C)C)c1. The product is Fc1ccc(C(CCCCBr)c2ccc(F)cc2)cc1. RXN SMILES: [Br:1][CH2:2][CH2:3][CH2:4][CH:5]=[C:6]([c:7]1[cH:8][cH:9][c:10]([F:13])[cH:11][cH:12]1)[c:14]1[cH:15][cH:16][c:17]([F:20])[cH:18][cH:19]1.[CH3:23][OH:24].[H:21][H:22]>>[Br:1][CH2:2][CH2:3][CH2:4][CH2:5][CH:6]([c:7]1[cH:8][cH:9][c:10]([F:13])[cH:11][cH:12]1)[c:14]1[cH:15][cH:16][c:17]([F:20])[cH:18][cH:19]1. Starting materials: Fc1ccc(C(=CCCCBr)c2ccc(F)cc2)cc1, CO, [H][H].